From a dataset of the Open Reaction Database (ORD), a public repository of structured organic reaction records. describe an organic reaction: reactants, conditions, products, and yield Reactants: FC=1C=C(C=C(C1)F)CC(=O)N[C@@H](C)C(=O)O (N-(3,5-Difluorophenylacetyl)-L-alanine), NC1C(NC(C2=CC=CC=C12)C1=NC=CC=C1)=O (4-Amino-1-(pyrid-2-yl)-1,2,3,4-tetrahydroisoquinolin-3-one). Yields the product FC=1C=C(C=C(C1)F)CC(=O)N[C@@H](C)C(=O)NC1CC(=O)NCCCCC1 (3-(N′-(3,5-Difluorophenylacetyl)-L-alaninyl)amino-8-octanelactam). Reaction SMILES: [F:1][C:2]1[CH:3]=[C:4]([CH2:9][C:10]([NH:12][C@H:13]([C:15]([OH:17])=O)[CH3:14])=[O:11])[CH:5]=[C:6]([F:8])[CH:7]=1.N[CH:19]1C2C(=CC=CC=2)[CH:22]([C:29]2[CH:34]=[CH:33][CH:32]=[CH:31][N:30]=2)[NH:21][C:20]1=[O:35]>>[F:8][C:6]1[CH:5]=[C:4]([CH2:9][C:10]([NH:12][C@H:13]([C:15]([NH:30][CH:31]2[CH2:32][CH2:33][CH2:34][CH2:29][CH2:22][NH:21][C:20](=[O:35])[CH2:19]2)=[O:17])[CH3:14])=[O:11])[CH:3]=[C:2]([F:1])[CH:7]=1. Reported procedure: Following General Procedure B above using N-(3,5-difluorophenylacetyl)-L-alanine (Example B) and 3-amino-8-octanelactam (i.e., 2-oxo-1-azacyclononane prepared as described in General Procedure 5-C), the title compound was prepared as a solid having a melting point of >220° C. Starting materials: C(C)(C)(C)OC(=O)N1CCC(CC1)N(CC)CC1=CC(=CC=C1)C1=NC(=NC=C1)Cl (4-{[3-(2-Chloro-pyrimidin-4-yl)-benzyl]-ethyl-amino}-piperidine-1-carboxylic acid tert-butyl ester), FC(C=1C=C(C=CC1)CCN)(F)F (2-(3-trifluoromethyl-phenyl)-ethylamine), 485. Product: C(C)N(C1CCNCC1)CC=1C=C(C=CC1)C1=NC(=NC=C1)NCCC1=CC(=CC=C1)C(F)(F)F ((4-{3-[(Ethyl-piperidin-4-yl-amino)-methyl]-phenyl}-pyrimidin-2-yl)-[2-(3-trifluoromethyl-phenyl)-ethyl]-amine). As a reaction SMILES: C(OC([N:8]1[CH2:13][CH2:12][CH:11]([N:14]([CH2:17][C:18]2[CH:23]=[CH:22][CH:21]=[C:20]([C:24]3[CH:29]=[CH:28][N:27]=[C:26](Cl)[N:25]=3)[CH:19]=2)[CH2:15][CH3:16])[CH2:10][CH2:9]1)=O)(C)(C)C.[F:31][C:32]([F:43])([F:42])[C:33]1[CH:34]=[C:35]([CH2:39][CH2:40][NH2:41])[CH:36]=[CH:37][CH:38]=1>>[CH2:15]([N:14]([CH2:17][C:18]1[CH:19]=[C:20]([C:24]2[CH:29]=[CH:28][N:27]=[C:26]([NH:41][CH2:40][CH2:39][C:35]3[CH:36]=[CH:37][CH:38]=[C:33]([C:32]([F:31])([F:42])[F:43])[CH:34]=3)[N:25]=2)[CH:21]=[CH:22][CH:23]=1)[CH:11]1[CH2:12][CH2:13][NH:8][CH2:9][CH2:10]1)[CH3:16]. Procedure: Intermediate 84 was coupled with 2-(3-trifluoromethyl-phenyl)-ethylamine following procedure F. The resulting product was deprotected following procedure G2. LC-MS showed the product had the expected M+H+ of 485. 1H NMR (Varian 300 MHz, CD3OD, shifts relative to the solvent peak at 3.3 ppm) δ 8.24 (m, 3H), 7.77 (t, 1H), 7.67 (t, 1H), 7.55 (m, 2H), 7.35 (m, 3H), 4.54 (s, 2H), 3.79 (m, 4H), 3.60 (d, 2H), 3.08 (m, 5H), 2.42 (d, 2H), 2.12 (m, 2H), 1.30 (t, 3H). Reactants: CCCCCCCCBr, CCC(C)=O, [K+], [K+], O=C([O-])[O-], O=c1c2ccccc2oc2cc(O)cc(O)c12. Product: CCCCCCCCOc1cc(O)c2c(=O)c3ccccc3oc2c1. Reaction SMILES: [Br:24][CH2:25][CH2:26][CH2:27][CH2:28][CH2:29][CH2:30][CH2:31][CH3:32].[CH2:33]([C:34]([CH3:35])=[O:36])[CH3:37].[K+:18].[K+:19].[O-:20][C:21]([O-:22])=[O:23].[OH:1][c:2]1[cH:3][c:4]([OH:17])[cH:5][c:6]2[o:7][c:8]3[cH:9][cH:10][cH:11][cH:12][c:13]3[c:14](=[O:16])[c:15]12>>[OH:1][c:2]1[cH:3][c:4]([O:17][CH2:25][CH2:26][CH2:27][CH2:28][CH2:29][CH2:30][CH2:31][CH3:32])[cH:5][c:6]2[o:7][c:8]3[cH:9][cH:10][cH:11][cH:12][c:13]3[c:14](=[O:16])[c:15]12. Reactants: C(CCC)C=1N(C(=CN1)/C=C(/C(=O)O)\CC=1SC=CC1)CC1=C(C=CC=C1)OC ((E)-[2-n-Butyl-1-{(2-methoxyphenyl)methyl}-1H-imidazol-5-yl]-2-(2-thienyl)methyl-2-propenoic Acid). Run in C(Cl)Cl (methylene chloride). Yields the product C(CCC)C=1N(C(=CN1)/C=C(/C(=O)O)\CC=1SC=CC1)CC1=C(C=CC=C1)O ((E)-[2-n-Butyl-1-{(2-hydroxyphenyl)methyl}-1H-imidazol-5-yl]-2-(2-thienyl)methyl-2-propenoic Acid). RXN SMILES: [CH2:1]([C:5]1[N:6]([CH2:21][C:22]2[CH:27]=[CH:26][CH:25]=[CH:24][C:23]=2[O:28]C)[C:7](/[CH:10]=[C:11](\[CH2:15][C:16]2[S:17][CH:18]=[CH:19][CH:20]=2)/[C:12]([OH:14])=[O:13])=[CH:8][N:9]=1)[CH2:2][CH2:3][CH3:4]>C(Cl)Cl>[CH2:1]([C:5]1[N:6]([CH2:21][C:22]2[CH:27]=[CH:26][CH:25]=[CH:24][C:23]=2[OH:28])[C:7](/[CH:10]=[C:11](\[CH2:15][C:16]2[S:17][CH:18]=[CH:19][CH:20]=2)/[C:12]([OH:14])=[O:13])=[CH:8][N:9]=1)[CH2:2][CH2:3][CH3:4]. Procedure: The title compound was prepared from the 2-methoxy compound prepared in Example 64 using boron tribromide in methylene chloride; 181°-183° C. Reactants: N1C=NC(=C1)C(=O)O (1H-Imidazole-4-carboxylic acid), C(C1=CC=CC=C1)(C1=CC=CC=C1)(C1=CC=CC=C1)Cl (trityl chloride), CN(C)C=O (DMF), N1=CC=CC=C1 (pyridine). Solvent: CCOC(=O)C (EtOAc), O (Water). Run at time 8 hour. The product is C1(=CC=CC=C1)C(N1C=NC(=C1)C(=O)O)(C1=CC=CC=C1)C1=CC=CC=C1 (1-(Triphenylmethyl)-1H-imidazole-4-carboxylic acid). The yield is 94.1%. RXN SMILES: [NH:1]1[CH:5]=[C:4]([C:6]([OH:8])=[O:7])[N:3]=[CH:2]1.[C:9](Cl)([C:22]1[CH:27]=[CH:26][CH:25]=[CH:24][CH:23]=1)([C:16]1[CH:21]=[CH:20][CH:19]=[CH:18][CH:17]=1)[C:10]1[CH:15]=[CH:14][CH:13]=[CH:12][CH:11]=1.CN(C=O)C.N1C=CC=CC=1>CCOC(C)=O.O>[C:10]1([C:9]([C:16]2[CH:17]=[CH:18][CH:19]=[CH:20][CH:21]=2)([C:22]2[CH:23]=[CH:24][CH:25]=[CH:26][CH:27]=2)[N:1]2[CH:5]=[C:4]([C:6]([OH:8])=[O:7])[N:3]=[CH:2]2)[CH:11]=[CH:12][CH:13]=[CH:14][CH:15]=1. Reported procedure: 1-(Triphenylmethyl)-1H-imidazole-4-carboxylic acid was prepared as described in J. Med. Chem. 2001, 44, 1268. 1H-Imidazole-4-carboxylic acid (0.50 g, 4.5 mmol) and trityl chloride (1.35 g, 4.9 mmol) were added to a solution of DMF (30 mL) and pyridine (15 mL) and stirred overnight. Water and EtOAc were added. The layers were separated and the aqueous layer extracted with EtOAc (2×50 mL). The organic extracts were combined, washed with water and brine, dried over Na2SO4, filtered and evaporated. ...